This data is from the Open Reaction Database (ORD), a public repository of structured organic reaction records. The task is: describe an organic reaction: reactants, conditions, products, and yield The reactants are CO, [Fe], Nc1cc(Sc2ncc[nH]2)ccc1[N+](=O)[O-], O=S(=O)([O-])[O-], O. Product: Nc1ccc(Sc2ncc[nH]2)cc1N. Reaction SMILES: [CH3:22][OH:23].[Fe:24].[NH2:1][c:2]1[c:3]([N+:14]([O-:15])=[O:16])[cH:4][cH:5][c:6]([S:8][c:9]2[nH:10][cH:11][cH:12][n:13]2)[cH:7]1.[O-:17][S:18](=[O:19])(=[O:20])[O-:21].[OH2:25]>>[NH2:1][c:2]1[c:3]([NH2:14])[cH:4][cH:5][c:6]([S:8][c:9]2[n:10][cH:11][cH:12][nH:13]2)[cH:7]1. Starting materials: FC(C(=O)O)(F)F.ClC=1C=CC(=C(C(=O)NC2=NC=C(C=C2)Cl)C1)NC(C1=C(C=C(C=C1)C(C)C)OCC1CNCCC1)=O (5-chloro-N-(5-chloropyridin-2-yl)-2-[4-isopropyl-2-(piperidin-3-ylmethoxy)-benzoylamino]benzamide trifluoroacetate), hydrochloride salt, C(C)(C)(C)OC(=O)N1CC(CCC1)C1=C(C(=O)O)C=CC(=C1OC)C(C)C (2-(N-tert-butoxycarbonylpiperidin-3-yl)-4-isopropylmethoxybenzoic acid), ClC=1C=CC(=NC1)NC(C1=C(C=CC(=C1)Cl)N)=O (N-(5-chloropyridin-2-yl)-2-amino-5-chlorobenzamide). Product: Cl.ClC=1C=CC(=C(C(=O)NC2=NC=C(C=C2)Cl)C1)NC(C1=C(C=C(C=C1)C(C)C)OCC1CNCCC1)=O (5-Chloro-N-(5-chloropyridin-2-yl)-2-[4-isopropyl-2-(piperidin-3-ylmethoxy)-benzoylamino]benzamide hydrochloride). The yield is 103.8%. Reaction SMILES: FC(F)(F)C(O)=O.[Cl:8][C:9]1[CH:10]=[CH:11][C:12]([NH:25][C:26](=[O:44])[C:27]2[CH:32]=[CH:31][C:30]([CH:33]([CH3:35])[CH3:34])=[CH:29][C:28]=2[O:36][CH2:37][CH:38]2[CH2:43][CH2:42][CH2:41][NH:40][CH2:39]2)=[C:13]([CH:24]=1)[C:14]([NH:16][C:17]1[CH:22]=[CH:21][C:20]([Cl:23])=[CH:19][N:18]=1)=[O:15].C(OC(N1CCCC(C2C(OC)=C(C(C)C)C=CC=2C(O)=O)C1)=O)(C)(C)C.ClC1C=CC(NC(=O)C2C=C(Cl)C=CC=2N)=NC=1>>[ClH:8].[Cl:8][C:9]1[CH:10]=[CH:11][C:12]([NH:25][C:26](=[O:44])[C:27]2[CH:32]=[CH:31][C:30]([CH:33]([CH3:35])[CH3:34])=[CH:29][C:28]=2[O:36][CH2:37][CH:38]2[CH2:43][CH2:42][CH2:41][NH:40][CH2:39]2)=[C:13]([CH:24]=1)[C:14]([NH:16][C:17]1[CH:22]=[CH:21][C:20]([Cl:23])=[CH:19][N:18]=1)=[O:15] |f:0.1,4.5|. Procedure: Using methods substantially equivalent to those described in Example 60-I and J, 5-chloro-N-(5-chloropyridin-2-yl)-2-[4-isopropyl-2-(piperidin-3-ylmethoxy)-benzoylamino]benzamide trifluoroacetate (150 mg, 0.20 mmol, 6%) was prepared from 2-(N-tert-butoxycarbonylpiperidin-3-yl)-4-isopropylmethoxybenzoic acid and N-(5-chloropyridin-2-yl)-2-amino-5-chlorobenzamide. This product was subjected to reverse phase HPLC to obtain 60 mg of the title compound as the hydrochloride salt. As a reaction SMILES: [C:18]([CH3:19])(=[S:20])[O-:21].[I-:23].[K+:22].[Na+:24].[O:1]1[CH2:2][CH2:3][CH:4]([O:7][S:8]([c:9]2[cH:10][cH:11][c:12]([CH3:13])[cH:14][cH:15]2)(=[O:16])=[O:17])[CH2:5][CH2:6]1.[O:25]=[CH:26][N:27]([CH3:28])[CH3:29]>>[O:1]1[CH2:2][CH2:3][CH:4]([S:20][C:18]([CH3:19])=[O:21])[CH2:5][CH2:6]1. The product is CC(=O)SC1CCOCC1. Starting materials: CC([O-])=S, [I-], [K+], [Na+], Cc1ccc(S(=O)(=O)OC2CCOCC2)cc1, CN(C)C=O.